From a dataset of the Open Reaction Database (ORD), a public repository of structured organic reaction records. describe an organic reaction: reactants, conditions, products, and yield The reactants are C(C)(C)(C)OC(=O)N1CCN(CC1)C1=CC=C(C=C1)C=1C=2C(=CNC1C)C(N(N2)C2=CC=C(C=C2)Cl)=O (7-[4-(4-(tert-Butoxycarbonyl)piperazin-1-yl)phenyl]-2-(4-chlorophenyl)-2,5-dihydro-6-methylpyrazolo[4.3-c]pyridin-3-one), Cl (hydrogen chloride). Solvent: CO (methanol). Reaction conditions: time 18 hour. Yields the product Cl.Cl.ClC1=CC=C(C=C1)N1N=C2C(=CNC(=C2C2=CC=C(C=C2)N2CCNCC2)C)C1=O (2-(4-Chlorophenyl)-2,5-dihydro-6-methyl-7-[4-(piperazin-1-yl)phenyl]-pyrazolo[4,3-c]pyridin-3-one bis(hydrochloride)). As a reaction SMILES: C(OC([N:8]1[CH2:13][CH2:12][N:11]([C:14]2[CH:19]=[CH:18][C:17]([C:20]3[C:21]4[C:22]([C:27](=[O:37])[N:28]([C:30]5[CH:35]=[CH:34][C:33]([Cl:36])=[CH:32][CH:31]=5)[N:29]=4)=[CH:23][NH:24][C:25]=3[CH3:26])=[CH:16][CH:15]=2)[CH2:10][CH2:9]1)=O)(C)(C)C.[ClH:38]>CO>[ClH:36].[ClH:38].[Cl:36][C:33]1[CH:34]=[CH:35][C:30]([N:28]2[C:27](=[O:37])[C:22]3=[CH:23][NH:24][C:25]([CH3:26])=[C:20]([C:17]4[CH:16]=[CH:15][C:14]([N:11]5[CH2:10][CH2:9][NH:8][CH2:13][CH2:12]5)=[CH:19][CH:18]=4)[C:21]3=[N:29]2)=[CH:31][CH:32]=1 |f:3.4.5|. Procedure details: To the product of Example 42 (0.042 g, 0.08 mmol) was added a saturated solution of hydrogen chloride in methanol, and the resulting solution was allowed to age for 18 h. The solvent was then evaporated, and the residue was azeotroped with toluene. The residue was crystallised from methanol-ethyl acetate, and recrystallised from hot ethanol to afford the title compound as a yellow solid; 1H NMR (500 MHz, DMSO-d6) 67 12.47 (br s), 9.05 (br s), 8.52 (1H, s), 8.14 (2H, d, J 9.0 Hz), 7.43 (4H, m), 7... Starting materials: CCO, COC(=O)c1cc(-c2ccsc2)ccc1OC, [Li+], [OH-], O, Cc1ccccc1. Yields the product COc1ccc(-c2ccsc2)cc1C(=O)O. As a reaction SMILES: [CH2:21]([OH:22])[CH3:23].[CH3:1][O:2][c:3]1[c:4]([C:5](=[O:6])[O:7][CH3:8])[cH:9][c:10](-[c:13]2[cH:14][s:15][cH:16][cH:17]2)[cH:11][cH:12]1.[Li+:18].[OH-:19].[OH2:20].[c:24]1([CH3:25])[cH:26][cH:27][cH:28][cH:29][cH:30]1>>[CH3:1][O:2][c:3]1[c:4]([C:5](=[O:6])[OH:7])[cH:9][c:10](-[c:13]2[cH:14][s:15][cH:16][cH:17]2)[cH:11][cH:12]1. Starting materials: O1C(=CC=C1)C(CCCCCC(C(=S)O)C1=CC=CC=C1)=O (8-(2-furyl)-8-oxo-2-phenylthiooctanoic acid), Cl (hydrochloric acid), product, C([O-])([O-])=O.[Na+].[Na+] (sodium carbonate), [BH4-].[Na+] (sodium borohydride). Run in O (water), C(OC)COC (glyme), C(C)(=O)OCC (ethyl acetate). Reaction conditions: time 3.5 hour. Product: O1C(=CC=C1)C(CCCCCC(C(=S)O)C1=CC=CC=C1)O (8-(2-Furyl)-8-hydroxy-2-phenylthiooctanoic acid). RXN SMILES: [O:1]1[CH:5]=[CH:4][CH:3]=[C:2]1[C:6](=[O:22])[CH2:7][CH2:8][CH2:9][CH2:10][CH2:11][CH:12]([C:16]1[CH:21]=[CH:20][CH:19]=[CH:18][CH:17]=1)[C:13]([OH:15])=[S:14].C(=O)([O-])[O-].[Na+].[Na+].[BH4-].[Na+].Cl>C(OCC)(=O)C.C(COC)OC.O>[O:1]1[CH:5]=[CH:4][CH:3]=[C:2]1[CH:6]([OH:22])[CH2:7][CH2:8][CH2:9][CH2:10][CH2:11][CH:12]([C:16]1[CH:17]=[CH:18][CH:19]=[CH:20][CH:21]=1)[C:13]([OH:15])=[S:14] |f:1.2.3,4.5|. Procedure: To a stirred solution of 3.61 g. of 8-(2-furyl)-8-oxo-2-phenylthiooctanoic acid, 5.45 ml. of 1M aqueous sodium carbonate, 25 ml. of water and 15 ml. of glyme is added 0.41 g of sodium borohydride in portions during one minute. The resulting mixture is stirred at ambient temperature for 3.5 hours, diluted with ethyl acetate and acidified cautiously at 0°-10° C. with dilute hydrochloric acid. The organic layer is washed with water and brine, dried and evaporated, giving 3.54 g. of the product as a... Starting materials: N-Aryl-benzenesulfonamides, NC1=C(C=C(C=C1)Cl)C(=O)C=1C=NC(=CC1)N1CCOCC1 ((2-Amino-5-chloro-phenyl)-(6-morpholin-4-yl-pyridin-3-yl)-methanone), C(C)(C)(C)C1=CC=C(C=C1)S(=O)(=O)Cl (4-tert-butyl-benzenesulfonyl chloride). Product: C(C)(C)(C)C1=CC=C(C=C1)S(=O)(=O)NC1=C(C=C(C=C1)Cl)C(=O)C=1C=NC(=CC1)N1CCOCC1 (4-tert-Butyl-N -[4-chloro-2-(6-morpholin4-yl -pyridine-3-carbonyl)-phenyl]-benzenesulfonamide). Reaction SMILES: [NH2:1][C:2]1[CH:7]=[CH:6][C:5]([Cl:8])=[CH:4][C:3]=1[C:9]([C:11]1[CH:12]=[N:13][C:14]([N:17]2[CH2:22][CH2:21][O:20][CH2:19][CH2:18]2)=[CH:15][CH:16]=1)=[O:10].[C:23]([C:27]1[CH:32]=[CH:31][C:30]([S:33](Cl)(=[O:35])=[O:34])=[CH:29][CH:28]=1)([CH3:26])([CH3:25])[CH3:24]>>[C:23]([C:27]1[CH:32]=[CH:31][C:30]([S:33]([NH:1][C:2]2[CH:7]=[CH:6][C:5]([Cl:8])=[CH:4][C:3]=2[C:9]([C:11]2[CH:12]=[N:13][C:14]([N:17]3[CH2:22][CH2:21][O:20][CH2:19][CH2:18]3)=[CH:15][CH:16]=2)=[O:10])(=[O:35])=[O:34])=[CH:29][CH:28]=1)([CH3:26])([CH3:24])[CH3:25]. Procedure: The title compound was prepared according to the general procedure for the synthesis of N-Aryl-benzenesulfonamides previously described using 158 mg of (2-Amino-5-chloro-phenyl)-(6-morpholin-4-yl-pyridin-3-yl)-methanone and 116 mg of 4-tert-butyl-benzenesulfonyl chloride. 1H-NMR (400 MHz, CDCl3): δ 1.22 (s, 3H), 3.76 (t, 4H, J=4.6 Hz), 3.857 (t, 4H, J=4.6 H), 8.78 (d,1H, J=9.2 Hz), 7.30 (m, 2H), 7.34 (m, 1H), 7.46 (m, 1H), 7.54-7.56 (m, 3H), 7.99 (d, 1H, J=9.2 Hz), 8.16 (v, 1H), 9.29 (s, 1H). MS... The reactants are Cc1ccccc1, NCCCN1CCCCC1, CCOC(=O)c1c(O)c2ccsc2n(CC(C)C)c1=O. Product: CC(C)Cn1c(=O)c(C(=O)NCCCN2CCCCC2)c(O)c2ccsc21. Reaction SMILES: [CH3:31][c:32]1[cH:33][cH:34][cH:35][cH:36][cH:37]1.[N:21]1([CH2:27][CH2:28][CH2:29][NH2:30])[CH2:22][CH2:23][CH2:24][CH2:25][CH2:26]1.[OH:1][c:2]1[c:3]2[c:4]([n:5]([CH2:14][CH:15]([CH3:16])[CH3:17])[c:6](=[O:13])[c:7]1[C:8]([O:10][CH2:9][CH3:11])=[O:12])[s:18][cH:19][cH:20]2>>[OH:1][c:2]1[c:3]2[c:4]([n:5]([CH2:14][CH:15]([CH3:16])[CH3:17])[c:6](=[O:13])[c:7]1[C:8](=[O:10])[NH:30][CH2:29][CH2:28][CH2:27][N:21]1[CH2:22][CH2:23][CH2:24][CH2:25][CH2:26]1)[s:18][cH:19][cH:20]2. Starting materials: Cc1ccnn1-c1ccccn1, CC#N, CCOC(C)=O, O=C1CCC(=O)N1I. The product is Cc1c(I)cnn1-c1ccccn1. RXN SMILES: [CH3:1][c:2]1[cH:3][cH:4][n:5][n:6]1-[c:7]1[n:8][cH:9][cH:10][cH:11][cH:12]1.[CH3:21][C:22]#[N:23].[CH3:24][CH2:25][O:26][C:27](=[O:28])[CH3:29].[I:13][N:14]1[C:15](=[O:16])[CH2:17][CH2:18][C:19]1=[O:20]>>[CH3:1][c:2]1[c:3]([I:13])[cH:4][n:5][n:6]1-[c:7]1[n:8][cH:9][cH:10][cH:11][cH:12]1.